This data is from the Open Reaction Database (ORD), a public repository of structured organic reaction records. The task is: describe an organic reaction: reactants, conditions, products, and yield Starting materials: Brc1cncnc1, C[Si](C)(C)[N-][Si](C)(C)C, CO, Oc1ccc(-c2nnc(Nc3cccc(C(F)(F)F)c3)o2)cc1, [K+], [K+], [K+], O=C([O-])[O-], CN(C)C=O. Product: FC(F)(F)c1cccc(Nc2nnc(-c3ccc(Oc4cncnc4)cc3)o2)c1. RXN SMILES: [Br:34][c:35]1[cH:36][n:37][cH:38][n:39][cH:40]1.[CH3:24][Si:25]([N-:26][Si:27]([CH3:28])([CH3:29])[CH3:30])([CH3:31])[CH3:32].[CH3:52][OH:53].[F:1][C:2]([c:3]1[cH:4][c:5]([NH:9][c:10]2[n:11][n:12][c:13](-[c:15]3[cH:16][cH:17][c:18]([OH:21])[cH:19][cH:20]3)[o:14]2)[cH:6][cH:7][cH:8]1)([F:22])[F:23].[K+:33].[K+:41].[K+:42].[O-:43][C:44]([O-:45])=[O:46].[O:47]=[CH:48][N:49]([CH3:50])[CH3:51]>>[F:1][C:2]([c:3]1[cH:4][c:5]([NH:9][c:10]2[n:11][n:12][c:13](-[c:15]3[cH:16][cH:17][c:18]([O:21][c:35]4[cH:36][n:37][cH:38][n:39][cH:40]4)[cH:19][cH:20]3)[o:14]2)[cH:6][cH:7][cH:8]1)([F:22])[F:23]. Starting materials: O=C(CBr)OCc1ccccc1, N#Cc1ccc(C=C2NC(=O)NC2=O)cc1, CN(C)C=O. Product: N#Cc1ccc(C=C2NC(=O)N(CC(=O)OCc3ccccc3)C2=O)cc1. RXN SMILES: [Br:17][CH2:18][C:19](=[O:20])[O:21][CH2:22][c:23]1[cH:24][cH:25][cH:26][cH:27][cH:28]1.[C:1](#[N:2])[c:3]1[cH:4][cH:5][c:6]([CH:7]=[C:8]2[C:9](=[O:14])[NH:10][C:11](=[O:13])[NH:12]2)[cH:15][cH:16]1.[CH3:29][N:30]([CH3:31])[CH:32]=[O:33]>>[C:1](#[N:2])[c:3]1[cH:4][cH:5][c:6]([CH:7]=[C:8]2[C:9](=[O:14])[N:10]([CH2:18][C:19](=[O:20])[O:21][CH2:22][c:23]3[cH:24][cH:25][cH:26][cH:27][cH:28]3)[C:11](=[O:13])[NH:12]2)[cH:15][cH:16]1. Starting materials: CCON1C(C)(C)CC(OC(=O)c2ccccc2)CC1(C)C, CO, [Na+], [OH-]. The product is CCON1C(C)(C)CC(O)CC1(C)C. RXN SMILES: [C:1](=[O:2])([c:3]1[cH:4][cH:5][cH:6][cH:7][cH:8]1)[O:9][CH:10]1[CH2:11][C:12]([CH3:21])([CH3:22])[N:13]([O:18][CH2:19][CH3:20])[C:14]([CH3:16])([CH3:17])[CH2:15]1.[CH3:25][OH:26].[Na+:24].[OH-:23]>>[OH:9][CH:10]1[CH2:11][C:12]([CH3:21])([CH3:22])[N:13]([O:18][CH2:19][CH3:20])[C:14]([CH3:16])([CH3:17])[CH2:15]1. The reactants are FC1=C(C=CC(=C1)I)CC#N (2-fluoro-4-iodo-phenyl acetonitrile), FC1=C(C=CC(=C1)I)CC#N (2-fluoro-4-iodo-phenyl acetonitrile), O (water), [OH-].[K+] (potassium hydroxide). Solvent: C(C)O (ethanol). Product: FC1=C(C=CC(=C1)I)CC(=O)O (2-Fluoro-4-iodo-phenyl acetic acid), solid. Yield: 79.0%. Reaction SMILES: [F:1][C:2]1[CH:7]=[C:6]([I:8])[CH:5]=[CH:4][C:3]=1[CH2:9][C:10]#N.[OH2:12].[OH-:13].[K+]>C(O)C>[F:1][C:2]1[CH:7]=[C:6]([I:8])[CH:5]=[CH:4][C:3]=1[CH2:9][C:10]([OH:13])=[O:12] |f:2.3|. Reported procedure: A solution of 2-fluoro-4-iodo-phenyl acetonitrile (Intermediate 2, 2.05 g, 7.83 mmol) in ethanol (50 mL and water (15 mL) was treated with potassium hydroxide (3.4 g, 60.7 mmol) and refluxed for 4 h. The volatiles were distilled off in vacuo and the residue was diluted with water and poured into cold, dilute hydrochloric acid and the precipitated solid was filtered. The solid was dissolved in diethyl ether, and the organic solution was dried over anhydrous magnesium sulfate, filtered and evapora... The product is Cc1cc(O[Si](C)(C)C(C)(C)C)c(Cl)c(C)c1-c1cccc(C=O)c1. RXN SMILES: [C:24]([CH3:25])([CH3:26])([CH3:27])[Si:28]([Cl:29])([CH3:30])[CH3:31].[CH3:33][N:34]([CH3:35])[CH:36]=[O:37].[Cl:1][c:2]1[c:3]([CH3:18])[c:4](-[c:10]2[cH:11][c:12]([CH:16]=[O:17])[cH:13][cH:14][cH:15]2)[c:5]([CH3:9])[cH:6][c:7]1[OH:8].[OH2:32].[nH:19]1[cH:20][cH:21][n:22][cH:23]1>>[Cl:1][c:2]1[c:3]([CH3:18])[c:4](-[c:10]2[cH:11][c:12]([CH:16]=[O:17])[cH:13][cH:14][cH:15]2)[c:5]([CH3:9])[cH:6][c:7]1[O:8][Si:28]([C:24]([CH3:25])([CH3:26])[CH3:27])([CH3:30])[CH3:31]. The reactants are CC(C)(C)[Si](C)(C)Cl, CN(C)C=O, Cc1cc(O)c(Cl)c(C)c1-c1cccc(C=O)c1, O, c1c[nH]cn1. Reactants: C(C1=CC=CC=C1)N1CCC(CC1)(OCCO)CCCCCCC (2-(1-benzyl-4-heptyl-4-piperidyloxy)-ethanol), [H][H] (hydrogen), [H][H] (hydrogen), C (charcoal). RXN SMILES: C([N:8]1[CH2:13][CH2:12][C:11]([CH2:18][CH2:19][CH2:20][CH2:21][CH2:22][CH2:23][CH3:24])([O:14][CH2:15][CH2:16][OH:17])[CH2:10][CH2:9]1)C1C=CC=CC=1.[H][H].C>C(O)C>[CH2:18]([C:11]1([O:14][CH2:15][CH2:16][OH:17])[CH2:12][CH2:13][NH:8][CH2:9][CH2:10]1)[CH2:19][CH2:20][CH2:21][CH2:22][CH2:23][CH3:24]. Product: C(CCCCCC)C1(CCNCC1)OCCO (2-(4-heptyl-4-piperidyloxy)-ethanol). Run in C(C)O (ethanol). Isolated yield 36.3%. Procedure details: A solution of 40 g of 2-(1-benzyl-4-heptyl-4-piperidyloxy)-ethanol in 300 ml of absolute ethanol was reacted with hydrogen at 50° C in the presence of 0.4 g of 5% palladized charcoal until the theoretical amount of hydrogen was absorbed and the catalyst was then filtered off. The ethanol was distilled off and the residue was rectified to obtain 10.6 g of 2-(4-heptyl-4-piperidyloxy)-ethanol as a colorless oil boiling at 110°-130° C at 0.1 mm Hg. Starting materials: CC(C)(C)S(=O)N=CC(CO[Si](C)(C)C(C)(C)C)O[Si](C)(C)C(C)(C)C, C1CCOC1, CN(C)CCN(C)C, CCOC(C)=O, [Cl-], ClCc1ccc2c(c1)OCO2, I, [Mg], [NH4+]. Product: CC(C)(C)S(=O)NC(Cc1ccc2c(c1)OCO2)C(CO[Si](C)(C)C(C)(C)C)O[Si](C)(C)C(C)(C)C. As a reaction SMILES: [C:22]([CH3:23])([CH3:24])([CH3:25])[Si:26]([O:27][CH:28]([CH:29]=[N:30][S:31](=[O:32])[C:33]([CH3:34])([CH3:35])[CH3:36])[CH2:37][O:38][Si:39]([CH3:40])([CH3:41])[C:42]([CH3:43])([CH3:44])[CH3:45])([CH3:46])[CH3:47].[CH2:48]1[O:49][CH2:50][CH2:51][CH2:52]1.[CH3:14][N:15]([CH3:16])[CH2:17][CH2:18][N:19]([CH3:20])[CH3:21].[CH3:53][CH2:54][O:55][C:56](=[O:57])[CH3:58].[Cl-:59].[Cl:3][CH2:4][c:5]1[cH:6][c:7]2[c:8]([cH:12][cH:13]1)[O:9][CH2:10][O:11]2.[I:2].[Mg:1].[NH4+:60]>>[CH2:4]([c:5]1[cH:6][c:7]2[c:8]([cH:12][cH:13]1)[O:9][CH2:10][O:11]2)[CH:29]([CH:28]([O:27][Si:26]([C:22]([CH3:23])([CH3:24])[CH3:25])([CH3:46])[CH3:47])[CH2:37][O:38][Si:39]([CH3:40])([CH3:41])[C:42]([CH3:43])([CH3:44])[CH3:45])[NH:30][S:31](=[O:32])[C:33]([CH3:34])([CH3:35])[CH3:36]. Starting materials: CCC1C=C(C)CC(C)CC(OC)C2OC(O)(C(=O)C(=O)N3CCCCC3C(=O)OC(C(C)=CC3CCC(O)C(OC)C3)C(C)C(O[Si](C)(C)C(C)(C)C)CC1=O)C(C)CC2OC, ClCCl, C1CCCCC1, CCOC(C)=O, C=CCOC(=N)C(Cl)(Cl)Cl, O=S(=O)(O)C(F)(F)F. Yields the product C=CCOC1CCC(C=C(C)C2OC(=O)C3CCCCN3C(=O)C(=O)C3(O)OC(C(OC)CC(C)CC(C)=CC(CC)C(=O)CC(O[Si](C)(C)C(C)(C)C)C2C)C(OC)CC3C)CC1OC. As a reaction SMILES: [CH2:1]([CH3:2])[CH:3]1[C:4](=[O:63])[CH2:5][CH:6]([O:55][Si:56]([CH3:57])([CH3:58])[C:59]([CH3:60])([CH3:61])[CH3:62])[CH:7]([CH3:54])[CH:8]([C:42](=[CH:43][CH:44]2[CH2:45][CH:46]([O:51][CH3:52])[CH:47]([OH:50])[CH2:48][CH2:49]2)[CH3:53])[O:9][C:10](=[O:41])[CH:11]2[CH2:12][CH2:13][CH2:14][CH2:15][N:16]2[C:17](=[O:40])[C:18](=[O:39])[C:19]2([OH:38])[CH:20]([CH3:37])[CH2:21][CH:22]([O:35][CH3:36])[CH:23]([CH:24]([O:32][CH3:33])[CH2:25][CH:26]([CH3:31])[CH2:27][C:28]([CH3:30])=[CH:29]1)[O:34]2.[CH2:82]([Cl:83])[Cl:84].[CH2:85]1[CH2:86][CH2:87][CH2:88][CH2:89][CH2:90]1.[CH3:91][CH2:92][O:93][C:94](=[O:95])[CH3:96].[Cl:64][C:65]([Cl:66])([Cl:67])[C:71](=[NH:72])[O:73][CH2:68][CH:69]=[CH2:70].[OH:74][S:75]([C:76]([F:77])([F:78])[F:79])(=[O:80])=[O:81]>>[CH2:1]([CH3:2])[CH:3]1[C:4](=[O:63])[CH2:5][CH:6]([O:55][Si:56]([CH3:57])([CH3:58])[C:59]([CH3:60])([CH3:61])[CH3:62])[CH:7]([CH3:54])[CH:8]([C:42](=[CH:43][CH:44]2[CH2:45][CH:46]([O:51][CH3:52])[CH:47]([O:50][CH2:70][CH:69]=[CH2:68])[CH2:48][CH2:49]2)[CH3:53])[O:9][C:10](=[O:41])[CH:11]2[CH2:12][CH2:13][CH2:14][CH2:15][N:16]2[C:17](=[O:40])[C:18](=[O:39])[C:19]2([OH:38])[CH:20]([CH3:37])[CH2:21][CH:22]([O:35][CH3:36])[CH:23]([CH:24]([O:32][CH3:33])[CH2:25][CH:26]([CH3:31])[CH2:27][C:28]([CH3:30])=[CH:29]1)[O:34]2. Reaction SMILES: [Cl:23][CH:24]([Cl:25])[Cl:26].[S:1]([Cl:2])([Cl:3])=[O:4].[c:5]1([CH:11]([OH:12])[c:13]2[cH:14][c:15]([C:19]([F:20])([F:21])[F:22])[cH:16][cH:17][cH:18]2)[cH:6][cH:7][cH:8][cH:9][cH:10]1>>[Cl:3][CH:11]([c:5]1[cH:6][cH:7][cH:8][cH:9][cH:10]1)[c:13]1[cH:14][c:15]([C:19]([F:20])([F:21])[F:22])[cH:16][cH:17][cH:18]1. Reactants: ClC(Cl)Cl, O=S(Cl)Cl, OC(c1ccccc1)c1cccc(C(F)(F)F)c1. Yields the product FC(F)(F)c1cccc(C(Cl)c2ccccc2)c1. Reactants: C1(C=2C(C(N1CCC(CCC(C)=O)=O)=O)=CC=CC2)=O (7-phthalimido-2,5-heptanedione), Cl.COC(CN)=O (glycine methyl ester hydrochloride), C(C)(=O)[O-].[Na+] (sodium acetate). Run in C(=O)O (formic acid). Yields the product COC(=O)CN1C(=CC=C1C)CCN1C(C=2C(C1=O)=CC=CC2)=O (1-(Methoxycarbonyl-methyl)-2-(2-phthalimido-ethyl)-5-methyl-pyrrole). Reaction SMILES: [C:1]1(=[O:20])[N:5]([CH2:6][CH2:7][C:8](=O)[CH2:9][CH2:10][C:11](=O)[CH3:12])[C:4](=[O:15])[C:3]2=[CH:16][CH:17]=[CH:18][CH:19]=[C:2]12.Cl.[CH3:22][O:23][C:24](=[O:27])[CH2:25][NH2:26].C([O-])(=O)C.[Na+]>C(O)=O>[CH3:22][O:23][C:24]([CH2:25][N:26]1[C:11]([CH3:12])=[CH:10][CH:9]=[C:8]1[CH2:7][CH2:6][N:5]1[C:4](=[O:15])[C:3]2=[CH:16][CH:17]=[CH:18][CH:19]=[C:2]2[C:1]1=[O:20])=[O:27] |f:1.2,3.4|. Procedure: 82 g (0.03 mol) of 7-phthalimido-2,5-heptanedione, 5.0 g (0.04 mol) of glycine methyl ester hydrochloride and 3.3 g (0.04 mol) of sodium acetate are stirred in 150 ml of formic acid at 60° C. for 4 hours and the mixture is worked up as in Example 27.